Dataset: the Open Reaction Database (ORD), a public repository of structured organic reaction records. Task: describe an organic reaction: reactants, conditions, products, and yield The reactants are O=C([O-])[O-], COC(=O)c1cc(SC)c(O)c(C(C)(C)C)c1, COS(=O)(=O)OC, CN(C)C=O, [K+], [K+], O. The product is COC(=O)c1cc(SC)c(OC)c(C(C)(C)C)c1. RXN SMILES: [C:18](=[O:19])([O-:20])[O-:21].[C:1]([CH3:2])([CH3:3])([CH3:4])[c:5]1[cH:6][c:7]([C:8](=[O:9])[O:10][CH3:11])[cH:12][c:13]([S:16][CH3:17])[c:14]1[OH:15].[CH3:24][O:25][S:26](=[O:27])(=[O:28])[O:29][CH3:30].[CH3:32][N:33]([CH3:34])[CH:35]=[O:36].[K+:22].[K+:23].[OH2:31]>>[C:1]([CH3:2])([CH3:3])([CH3:4])[c:5]1[cH:6][c:7]([C:8](=[O:9])[O:10][CH3:11])[cH:12][c:13]([S:16][CH3:17])[c:14]1[O:15][CH3:18]. Reactants: BrC1=CC=C(C=C1)CC(=O)OC (methyl 4-bromophenylacetate), C(CC#C)O (3-butyn-1-ol), cuprous bromide. Reagents/catalysts: C1=CC=C(C=C1)P(C2=CC=CC=C2)C3=CC=CC=C3.C1=CC=C(C=C1)P(C2=CC=CC=C2)C3=CC=CC=C3.C1=CC=C(C=C1)P(C2=CC=CC=C2)C3=CC=CC=C3.C1=CC=C(C=C1)P(C2=CC=CC=C2)C3=CC=CC=C3.[Pd] (tetra(triphenylphosphine)palladium). The solvent is C(C)N(CC)CC (triethylamine). Yields the product OCCC#CC1=CC=C(C=C1)CC(=O)OC (methyl 4-(4-hydroxybutyn-1-yl)phenylacetate). Isolated yield 80.2%. RXN SMILES: Br[C:2]1[CH:7]=[CH:6][C:5]([CH2:8][C:9]([O:11][CH3:12])=[O:10])=[CH:4][CH:3]=1.[CH2:13]([OH:17])[CH2:14][C:15]#[CH:16]>C(N(CC)CC)C.C1C=CC(P(C2C=CC=CC=2)C2C=CC=CC=2)=CC=1.C1C=CC(P(C2C=CC=CC=2)C2C=CC=CC=2)=CC=1.C1C=CC(P(C2C=CC=CC=2)C2C=CC=CC=2)=CC=1.C1C=CC(P(C2C=CC=CC=2)C2C=CC=CC=2)=CC=1.[Pd]>[OH:17][CH2:13][CH2:14][C:15]#[C:16][C:2]1[CH:7]=[CH:6][C:5]([CH2:8][C:9]([O:11][CH3:12])=[O:10])=[CH:4][CH:3]=1 |f:3.4.5.6.7|. Procedure details: To a solution of methyl 4-bromophenylacetate (229 mg, 1.0 mmole) and 3-butyn-1-ol (151 μL, 2.0 mmole) in triethylamine (4.0 mL) was added cuprous bromide (18 mg, 0.12 mmole) and tetra(triphenylphosphine)palladium (46 mg, 0.04 mmole), and the mixture refluxed under a nitrogen atmosphere for 1 hr 20 min. The mixture was evaporated in vacuo and the residue partitioned with water and ether. The organic phase was washed with brine, dried over magnesium sulfate and concentrated in vacuo to an oil. Fla... Starting materials: NC=1C=C2C=3C=CN=CC3NC2=CC1 (6-amino-β-carboline), C(C=C)Br (allylbromide), C1(=NNCCCCCCCC1)C1=CCCCCCCCCC1 (diazabicycloundecene). Solvent: C(C)O (ethanol). Yields the product C(C=C)N(C=1C=C2C=3C=CN=CC3NC2=CC1)CC=C (6-diallylamino-β-carboline). RXN SMILES: [NH2:1][C:2]1[CH:3]=[C:4]2[C:12](=[CH:13][CH:14]=1)[NH:11][C:10]1[CH:9]=[N:8][CH:7]=[CH:6][C:5]2=1.[CH2:15](Br)[CH:16]=[CH2:17].[C:19]1([C:30]2CCCCCCCCCC=2)[CH2:29]CCCCCCCNN=1>C(O)C>[CH2:15]([N:1]([CH2:30][CH:19]=[CH2:29])[C:2]1[CH:3]=[C:4]2[C:12](=[CH:13][CH:14]=1)[NH:11][C:10]1[CH:9]=[N:8][CH:7]=[CH:6][C:5]2=1)[CH:16]=[CH2:17]. Procedure details: 360 mg of 6-amino-β-carboline are heated in 20 ml of ethanol with 0.54 ml of allylbromide and 0.74 ml diazabicycloundecene for 3 hours at 70° C. After concentration to dryness and dispersing in ethyl acetate/saturated sodium chloride solution, the organic phase is separated, dried, filtered and concentrated. The residue is chromatographed on silica gel with cyclohexane/ethyl acetate=1:1 as eluant and 50 mg of 6-diallylamino-β-carboline as oil are obtained. Run at time 3 hour. The reactants are N(C(=O)C)C=1C=C2C=C(NC2=CC1)CO (5-Acetamino-2-hydroxymethylindole). Product: N(C(=O)C)C=1C=C2C=C(NC2=CC1)C=O (5-Acetamino-2-indolecarboxaldehyde). The reagents and catalysts are O=[Mn]=O (MnO2). Procedure: To a solution of 15 (100 mg, 0.5 mmol) in ethanol (10 mL) was added MnO2 (250 mg) and the reaction mixture was stirred for 3 h at room temperature. The reaction mixture was filtered and the solid was washed with ethanol. The solvent was removed in vacuo and a grey solid 16 was obtained (97 mg, 100% yield). An analytical sample was recrystallized in ethyl acetate. mp: 200° C. (dec). 1H NMR (DMSO-d6, ppm): 11.80 (s, 1 H, NH), 9.84 (s, 1 H, NH), 9.81 (s, 1 H, CHO), 8.09 (s, 1 H, Ar--H), 7.38-7.32 (... Solvent: C(C)O (ethanol). RXN SMILES: [NH:1]([C:5]1[CH:6]=[C:7]2[C:11](=[CH:12][CH:13]=1)[NH:10][C:9]([CH2:14][OH:15])=[CH:8]2)[C:2]([CH3:4])=[O:3]>C(O)C.O=[Mn]=O>[NH:1]([C:5]1[CH:6]=[C:7]2[C:11](=[CH:12][CH:13]=1)[NH:10][C:9]([CH:14]=[O:15])=[CH:8]2)[C:2]([CH3:4])=[O:3]. The yield is 100.0%. Starting materials: COC=1C=C(C=C(C1)OC)NC=1C(=NC2=CC=CC=C2N1)NS(=O)(=O)C=1C=NC(=CC1)CO (N-{3-[(3,5-dimethoxyphenyl)amino]quinoxalin-2-yl}-6-(hydroxymethyl)pyridine-3-sulfonamide), O (Water), C(=O)(O)[O-].[Na+] (NaHCO3), S(=O)(Cl)Cl (Thionyl chloride). Run in C(Cl)(Cl)Cl (CHCl3). The product is ClCC1=CC=C(C=N1)S(=O)(=O)NC1=NC2=CC=CC=C2N=C1NC1=CC(=CC(=C1)OC)OC (6-(chloromethyl)-N-{3-[(3,5-dimethoxyphenyl)amino]quinoxalin-2-yl}pyridine-3-sulfonamide). The yield is 108.3%. As a reaction SMILES: [CH3:1][O:2][C:3]1[CH:4]=[C:5]([NH:11][C:12]2[C:13]([NH:22][S:23]([C:26]3[CH:27]=[N:28][C:29]([CH2:32]O)=[CH:30][CH:31]=3)(=[O:25])=[O:24])=[N:14][C:15]3[C:20]([N:21]=2)=[CH:19][CH:18]=[CH:17][CH:16]=3)[CH:6]=[C:7]([O:9][CH3:10])[CH:8]=1.S(Cl)([Cl:36])=O.O.C([O-])(O)=O.[Na+]>C(Cl)(Cl)Cl>[Cl:36][CH2:32][C:29]1[N:28]=[CH:27][C:26]([S:23]([NH:22][C:13]2[C:12]([NH:11][C:5]3[CH:4]=[C:3]([O:2][CH3:1])[CH:8]=[C:7]([O:9][CH3:10])[CH:6]=3)=[N:21][C:20]3[C:15](=[CH:16][CH:17]=[CH:18][CH:19]=3)[N:14]=2)(=[O:25])=[O:24])=[CH:31][CH:30]=1 |f:3.4|. Procedure: N-{3-[(3,5-dimethoxyphenyl)amino]quinoxalin-2-yl}-6-(hydroxymethyl)pyridine-3-sulfonamide (90 mg; 0.19 mmol; 1 eq.) is dissolved in CHCl3 (10 ml) at rt. Thionyl chloride (0.05 ml; 0.39 mmol; 2 eq.) is added and reaction mixture is stirred for 1 h30. Water and aqueous NaHCO3 are added and the product is extracted with DCM. The organic phase is dried over magnesium sulfate and the solvent is evaporated under reduced pressure to afford 100 mg (108%) of the title compound as a powder. It was used as... The reactants are COc1ccc(CNc2cccc(Br)n2)cc1, C=CCCC(=O)OCC, B1C2CCCC1CCC2, [K+], [K+], O=C([O-])[O-], CC(=O)[O-], CC(=O)[O-], CN(C)C=O, [Pd+2]. The product is CCOC(=O)CCCCc1cccc(NCc2ccc(OC)cc2)n1. Reaction SMILES: [Br:19][c:20]1[n:21][c:22]([NH:26][CH2:27][c:28]2[cH:29][cH:30][c:31]([O:34][CH3:35])[cH:32][cH:33]2)[cH:23][cH:24][cH:25]1.[C:1]([CH2:2][CH2:3][CH:4]=[CH2:5])(=[O:6])[O:7][CH2:8][CH3:9].[CH:10]12[CH2:11][CH2:12][CH2:13][CH:14]([BH:15]1)[CH2:16][CH2:17][CH2:18]2.[K+:36].[K+:37].[O-:38][C:39]([O-:40])=[O:41].[O-:43][C:44]([CH3:45])=[O:46].[O-:47][C:48]([CH3:49])=[O:50].[O:51]=[CH:52][N:53]([CH3:54])[CH3:55].[Pd+2:42]>>[C:1]([CH2:2][CH2:3][CH2:4][CH2:5][c:20]1[n:21][c:22]([NH:26][CH2:27][c:28]2[cH:29][cH:30][c:31]([O:34][CH3:35])[cH:32][cH:33]2)[cH:23][cH:24][cH:25]1)(=[O:6])[O:7][CH2:8][CH3:9]. The reactants are BrBr, OCC1OC(n2c(Cl)nc3cc(Cl)ccc32)C(O)C1O, O, O. The product is OCC1OC(n2c(Cl)nc3cc(Cl)c(Br)cc32)C(O)C1O. As a reaction SMILES: [Br:21][Br:22].[Cl:1][c:2]1[n:3][c:4]2[c:5]([n:6]1[CH:7]1[CH:8]([OH:9])[CH:10]([OH:11])[CH:12]([CH2:14][OH:15])[O:13]1)[cH:16][cH:17][c:18]([Cl:20])[cH:19]2.[OH2:23].[OH2:24]>>[Cl:1][c:2]1[n:3][c:4]2[c:5]([n:6]1[CH:7]1[CH:8]([OH:9])[CH:10]([OH:11])[CH:12]([CH2:14][OH:15])[O:13]1)[cH:16][c:17]([Br:21])[c:18]([Cl:20])[cH:19]2. Starting materials: CC(=O)OC(C)=O, COc1cncc(C#Cc2ccc(F)c(N)c2)c1, c1ccncc1. Product: COc1cncc(C#Cc2ccc(F)c(NC(C)=O)c2)c1. As a reaction SMILES: [CH3:19][C:20](=[O:21])[O:22][C:23](=[O:24])[CH3:25].[F:1][c:2]1[c:3]([NH2:18])[cH:4][c:5]([C:8]#[C:9][c:10]2[cH:11][n:12][cH:13][c:14]([O:16][CH3:17])[cH:15]2)[cH:6][cH:7]1.[cH:26]1[cH:27][cH:28][n:29][cH:30][cH:31]1>>[F:1][c:2]1[c:3]([NH:18][C:20]([CH3:19])=[O:21])[cH:4][c:5]([C:8]#[C:9][c:10]2[cH:11][n:12][cH:13][c:14]([O:16][CH3:17])[cH:15]2)[cH:6][cH:7]1.